Dataset: the Open Reaction Database (ORD), a public repository of structured organic reaction records. Task: describe an organic reaction: reactants, conditions, products, and yield The reactants are CCOC(=O)c1c(CCl)nc2sc(C)c(C)c2c1-c1ccc2c(c1)OCO2, c1nc[nH]n1. The product is CCOC(=O)c1c(Cn2cncn2)nc2sc(C)c(C)c2c1-c1ccc2c(c1)OCO2. RXN SMILES: [Cl:1][CH2:2][c:3]1[c:4]([C:23](=[O:24])[O:25][CH2:26][CH3:27])[c:5](-[c:14]2[cH:15][c:16]3[c:17]([cH:18][cH:19]2)[O:20][CH2:21][O:22]3)[c:6]2[c:7]([n:8]1)[s:9][c:10]([CH3:13])[c:11]2[CH3:12].[nH:28]1[n:29][cH:30][n:31][cH:32]1>>[CH2:2]([c:3]1[c:4]([C:23](=[O:24])[O:25][CH2:26][CH3:27])[c:5](-[c:14]2[cH:15][c:16]3[c:17]([cH:18][cH:19]2)[O:20][CH2:21][O:22]3)[c:6]2[c:7]([n:8]1)[s:9][c:10]([CH3:13])[c:11]2[CH3:12])[n:28]1[n:29][cH:30][n:31][cH:32]1. The reactants are [O-]Cl.[Na+] (NaOCl), C(=O)(O)[O-].[Na+] (NaHCO3), C(C)(C)(C)OC(=O)N[C@]1(C[C@H](C=C1)O)C(=O)OC(C)(C)C ((1S,3R)-1-(tert-butoxycarbonylamino)-1-(tert-butoxycarbonyl)-3-hydroxycyclopent-4-ene). The reagents and catalysts are [K+].[Br-] (KBr). The solvent is CC(C)(C)OC (MTBE). Run at temperature 0 celsius. Product: C(C)(C)(C)OC(=O)N[C@]1(CC(C=C1)=O)C(=O)OC(C)(C)C ((1S)-1-(tert-Butoxycarbonylamino)-1-(tert-butoxycarbonyl)-cyclopent-4-en-3-one). Isolated yield 85.5%. Reaction SMILES: [C:1]([O:5][C:6]([NH:8][C@:9]1([C:15]([O:17][C:18]([CH3:21])([CH3:20])[CH3:19])=[O:16])[CH:13]=[CH:12][C@H:11]([OH:14])[CH2:10]1)=[O:7])([CH3:4])([CH3:3])[CH3:2].[O-]Cl.[Na+].C([O-])(O)=O.[Na+]>CC(OC)(C)C.[K+].[Br-]>[C:1]([O:5][C:6]([NH:8][C@:9]1([C:15]([O:17][C:18]([CH3:21])([CH3:20])[CH3:19])=[O:16])[CH:13]=[CH:12][C:11](=[O:14])[CH2:10]1)=[O:7])([CH3:4])([CH3:3])[CH3:2] |f:1.2,3.4,6.7|. Procedure: Add 2,2,6,6-tetramethyl-1-piperidinyloxy (free radical) (TEMPO) (0.84 g, 5.3 mmol) and KBr (0.63 g, 5.3 mmol, in 2 mL of water) to a solution of (1S,3R)-1-(tert-butoxycarbonylamino)-1-(tert-butoxycarbonyl)-3-hydroxycyclopent-4-ene (20 g, 66.8 mmol) in MTBE (200 mL). Cool the reaction mixture to 0° C. and add a solution of NaOCl (3.14%, 240 g, 100 mmol) containing NaHCO3 (8.4 g) dropwise, keeping the temperature below 5° C. Stir the reaction 1 hour at 0° C. and allow to warm to room temperature. ... The reactants are CC1(CC(CC(C1)(C)C)=O)C (3,3,5,5-tetramethylcyclohexanone), solution, C(CCC)[Li] (n-butyllithium), BrC1=CC=C(C=C1)C(C)(OC)OC (1-bromo-4-(1,1-dimethoxyethyl)benzene), [Cl-].[NH4+] (ammonium chloride). The solvent is O1CCCC1 (tetrahydrofuran), CCCCCC (hexane), O1CCCC1 (tetrahydrofuran). Conditions: time 2 hour. Product: OC1(CC(CC(C1)(C)C)(C)C)C1=CC=C(C=C1)C(C)=O (1-[4-(1-Hydroxy-3,3,5,5-tetramethylcyclohexyl)phenyl]ethanone). Isolated yield 88.0%. Reaction SMILES: C([Li])CCC.Br[C:7]1[CH:12]=[CH:11][C:10]([C:13]([O:17]C)(OC)[CH3:14])=[CH:9][CH:8]=1.[CH3:19][C:20]1([CH3:29])[CH2:25][C:24]([CH3:27])([CH3:26])[CH2:23][C:22](=[O:28])[CH2:21]1.[Cl-].[NH4+]>CCCCCC.O1CCCC1>[OH:28][C:22]1([C:7]2[CH:8]=[CH:9][C:10]([C:13](=[O:17])[CH3:14])=[CH:11][CH:12]=2)[CH2:23][C:24]([CH3:27])([CH3:26])[CH2:25][C:20]([CH3:29])([CH3:19])[CH2:21]1 |f:3.4|. Procedure: 27.5 ml of a 1.6 M solution of n-butyllithium in hexane are added dropwise at −78° C. to a solution of 10 g of 1-bromo-4-(1,1-dimethoxyethyl)benzene (compound Vp) in 100 ml of tetrahydrofuran. The reaction mixture is stirred for 2 hours at this temperature. A solution of 6.92 ml of 3,3,5,5-tetramethylcyclohexanone in 20 ml of tetrahydrofuran is added over 20 minutes and the reaction mixture is stirred at −78° C. for 1 hour. After warming to room temperature, 140 ml of saturated aqueous ammonium ...